Dataset: the Open Reaction Database (ORD), a public repository of structured organic reaction records. Task: describe an organic reaction: reactants, conditions, products, and yield The reactants are C([O-])([O-])=O.[Cs+].[Cs+] (caesium carbonate), ClC1=CC=C(C=C1)C=1N(C(NN1)=O)C1CC1 (5-(4-chlorophenyl)-4-cyclopropyl-2,4-dihydro-3H-1,2,4-triazol-3-one), BrCC1=CC(=C(C(=O)NC(C)(C)C)C=C1)OC (4-(Bromomethyl)-N-tert-butyl-2-methoxybenzamide). Solvent: CN(C)C=O (DMF). Run at temperature 70 celsius, time 16 hour. Product: C(C)(C)(C)NC(C1=C(C=C(C=C1)CN1N=C(N(C1=O)C1CC1)C1=CC=C(C=C1)Cl)OC)=O (N-tert-Butyl-4-{[3-(4-chlorophenyl)-4-cyclopropyl-5-oxo-4,5-dihydro-1H-1,2,4-triazol-1-yl]methyl}-2-methoxybenzamide). As a reaction SMILES: [Cl:1][C:2]1[CH:7]=[CH:6][C:5]([C:8]2[N:9]([CH:14]3[CH2:16][CH2:15]3)[C:10](=[O:13])[NH:11][N:12]=2)=[CH:4][CH:3]=1.C(=O)([O-])[O-].[Cs+].[Cs+].Br[CH2:24][C:25]1[CH:37]=[CH:36][C:28]([C:29]([NH:31][C:32]([CH3:35])([CH3:34])[CH3:33])=[O:30])=[C:27]([O:38][CH3:39])[CH:26]=1>CN(C=O)C>[C:32]([NH:31][C:29](=[O:30])[C:28]1[CH:36]=[CH:37][C:25]([CH2:24][N:11]2[C:10](=[O:13])[N:9]([CH:14]3[CH2:16][CH2:15]3)[C:8]([C:5]3[CH:4]=[CH:3][C:2]([Cl:1])=[CH:7][CH:6]=3)=[N:12]2)=[CH:26][C:27]=1[O:38][CH3:39])([CH3:35])([CH3:34])[CH3:33] |f:1.2.3|. Reported procedure: An amount of 70 mg (0.30 mmol) of 5-(4-chlorophenyl)-4-cyclopropyl-2,4-dihydro-3H-1,2,4-triazol-3-one (preparation as per WO 2007/134862 Example 36A) was dissolved in 3 ml of DMF and admixed with 194 mg (0.59 mmol) of caesium carbonate and also 98 mg (0.33 mmol) of the compound from Example 23A. The mixture was stirred at 70° C. for 16 h. After cooling to RT, the crude mixture was freed from insoluble constituents by filtration and subjected directly to chromatographic purification [Method 8]. T... Reactants: CC=1C(C(CC(C1)=O)(C)C)=O (2,6,6-Trimethylcyclohex-2-ene-1,4-dione), [Se](=O)=O (selenium dioxide). Solvent: O1CCOCC1 (dioxane), O (water). Product: CC1(C(C(C=C(C1=O)C)=O)=O)C (3,3,5-Trimethylcyclohex-5-ene-1,2,4-trione). As a reaction SMILES: [CH3:1][C:2]1[C:3](=[O:11])[C:4]([CH3:10])([CH3:9])[CH2:5][C:6](=[O:8])[CH:7]=1.[Se](=O)=[O:13]>O1CCOCC1.O>[CH3:9][C:4]1([CH3:10])[C:3](=[O:11])[C:2]([CH3:1])=[CH:7][C:6](=[O:8])[C:5]1=[O:13]. Procedure: 129.4 g of 2,6,6-trimethylcyclohex-2-ene-1,4-dione (from Example 1) were added to a solution of 100 g of selenium dioxide in a mixture of 800 ml of dioxane and 50 ml of water, and the mixture was refluxed for 9 hours with stirring. The precipitate of elemental selenium was then filtered off with suction, and then all the low boilers were removed in a rotary evaporator. The residue was distilled at 125° C./20 mbar. The distillate was melted, mortared with n-hexane and then extracted with 600 ml o... Starting materials: O=C([O-])[O-], CS(C)=O, CCOC(C)=O, CC(C)(C)OC(=O)N1CCC(c2cc(Cl)ccc2O)CC1, COc1ccc(CN(c2ncns2)S(=O)(=O)c2cc(Cl)c(F)cc2F)c(OC)c1, [K+], [K+], O. The product is COc1ccc(CN(c2ncns2)S(=O)(=O)c2cc(Cl)c(Oc3ccc(Cl)cc3C3CCN(C(=O)OC(C)(C)C)CC3)cc2F)c(OC)c1. RXN SMILES: [C:22](=[O:23])([O-:24])[O-:25].[CH3:57][S:58](=[O:59])[CH3:60].[CH3:61][CH2:62][O:63][C:64](=[O:65])[CH3:66].[Cl:1][c:2]1[cH:3][cH:4][c:5]([OH:21])[c:6]([CH:8]2[CH2:9][CH2:10][N:11]([C:14](=[O:15])[O:16][C:17]([CH3:18])([CH3:19])[CH3:20])[CH2:12][CH2:13]2)[cH:7]1.[Cl:28][c:29]1[c:30]([F:56])[cH:31][c:32]([F:55])[c:33]([S:35](=[O:36])(=[O:37])[N:38]([c:39]2[n:40][cH:41][n:42][s:43]2)[CH2:44][c:45]2[c:46]([O:53][CH3:54])[cH:47][c:48]([O:51][CH3:52])[cH:49][cH:50]2)[cH:34]1.[K+:26].[K+:27].[OH2:67]>>[Cl:1][c:2]1[cH:3][cH:4][c:5]([O:21][c:30]2[c:29]([Cl:28])[cH:34][c:33]([S:35](=[O:36])(=[O:37])[N:38]([c:39]3[n:40][cH:41][n:42][s:43]3)[CH2:44][c:45]3[c:46]([O:53][CH3:54])[cH:47][c:48]([O:51][CH3:52])[cH:49][cH:50]3)[c:32]([F:55])[cH:31]2)[c:6]([CH:8]2[CH2:9][CH2:10][N:11]([C:14](=[O:15])[O:16][C:17]([CH3:18])([CH3:19])[CH3:20])[CH2:12][CH2:13]2)[cH:7]1. The reactants are [N+](=O)([O-])C=1C=NC(=NC1)N (5-nitro-pyrimidin-2-ylamine), BrC1=CC=C(C=C1)CCCN1CCCC1 (1-[3-(4-Bromo-Phenyl)-Propyl]-Pyrrolidine), Pd2(dba)2, CC1(C2=C(C(=CC=C2)P(C3=CC=CC=C3)C4=CC=CC=C4)OC5=C(C=CC=C51)P(C6=CC=CC=C6)C7=CC=CC=C7)C (Xantphos), C([O-])([O-])=O.[Cs+].[Cs+] (cesium carbonate). Run in O1CCOCC1 (dioxane). The product is [N+](=O)([O-])C=1C=NC(=NC1)NC1=CC=C(C=C1)CCCN1CCCC1 ((5-Nitro-Pyrimidin-2-yl)-[4-(3-Pyrrolidin-1-yl-Propyl)-Phenyl]-Amine). Isolated yield 55.5%. Reaction SMILES: [N+:1]([C:4]1[CH:5]=[N:6][C:7]([NH2:10])=[N:8][CH:9]=1)([O-:3])=[O:2].Br[C:12]1[CH:17]=[CH:16][C:15]([CH2:18][CH2:19][CH2:20][N:21]2[CH2:25][CH2:24][CH2:23][CH2:22]2)=[CH:14][CH:13]=1.CC1(C)C2C(=C(P(C3C=CC=CC=3)C3C=CC=CC=3)C=CC=2)OC2C(P(C3C=CC=CC=3)C3C=CC=CC=3)=CC=CC1=2.C(=O)([O-])[O-].[Cs+].[Cs+]>O1CCOCC1>[N+:1]([C:4]1[CH:5]=[N:6][C:7]([NH:10][C:12]2[CH:13]=[CH:14][C:15]([CH2:18][CH2:19][CH2:20][N:21]3[CH2:25][CH2:24][CH2:23][CH2:22]3)=[CH:16][CH:17]=2)=[N:8][CH:9]=1)([O-:3])=[O:2] |f:3.4.5|. Reported procedure: A mixture of 5-nitro-pyrimidin-2-ylamine (0.15 g, 1.1 mmol), intermediate 51 (Example 101) (0.30 g, 1.1 mmol), Pd2(dba)2 (75 mg, 0.082 mmol), Xantphos (96 mg, 0.17 mmol) and cesium carbonate (0.69 g, 2.1 mmol) was suspended in dioxane (15 mL) and heated at reflux under the argon atmosphere for 15 h. The mixture was allowed to cool to room temperature, filtered and washed with DCM. The filtrate was concentrated and the residue purified by flash chromatography on silica gel (10% MeOH/DCM to 20% Me... Reactants: C(C)(=O)OC[C@@]1(O)[C@@H](OC(C)=O)[C@H](OC(C)=O)[C@H](OC1)COC(C)=O (1,3,4,6-Tetra-O-acetyl-2,5-O-methylene-D-mannitol), C[O-].[Na+] (NaOMe). The solvent is C(Cl)(Cl)Cl (chloroform). Reaction conditions: temperature 0 celsius, time 3 hour. Product: C1[C@](CO)(O)[C@@H](O)[C@H](O)[C@H](O1)CO (2,5-O-methylene-D-mannitol). Yield: 66.6%. Reaction SMILES: C([O:4][CH2:5][C@@:6]1([CH2:20][O:19][C@H:18]([CH2:21][O:22]C(=O)C)[C@@H:13]([O:14]C(=O)C)[C@@H:8]1[O:9]C(=O)C)[OH:7])(=O)C.C[O-].[Na+]>C(Cl)(Cl)Cl>[CH2:20]1[O:19][C@H:18]([CH2:21][OH:22])[C@@H:13]([OH:14])[C@H:8]([OH:9])[C@:6]1([OH:7])[CH2:5][OH:4] |f:1.2|. Procedure: 1,3,4,6-Tetra-O-acetyl-2,5-O-methylene-D-mannitol 17 (2.8 kg, 7.73 mol) was added to chloroform (14 lit.) in 25 lit. round bottom flask with mechanical stirring. The reaction mixture was cooled to 0° C., and 0.5% NaOMe solution (6.5 lit.) was added slowly. The reaction mixture was stirred for 3 hours. The solid was filtered and dried to provide 1.0 kg (67%) of 2,5-O-methylene-D-mannitol 18, m.p. 172°-173° C., [α]D −52° C. 1.18, CHCl3), TLC (silica gel), 1:4, methanol: chloroform, Rf=0.8. 1HNMR (... Starting materials: CC(C=O)(C)C (trimethylacetaldehyde), C(C)[Zn]CC (diethylzinc), NO (aminoalcohol), C(C)(=O)OC(C)=O (acetic anhydride), stock solution. Run in CCCCCC (hexane), C1(=CC=CC=C1)C (toluene), ClC1=CC=CC=C1 (chlorobenzene). Conditions: time 48 hour. Product: C(C)(=O)OC(C(C)(C)C)CC (3-acetoxy-2,2-dimethylpentane). Isolated yield 73.0%. Reaction SMILES: NO.[CH3:3][C:4]([CH3:8])([CH3:7])[CH:5]=[O:6].C([Zn][CH2:12][CH3:13])C.[C:14](OC(=O)C)(=[O:16])[CH3:15]>CCCCCC.C1(C)C=CC=CC=1.ClC1C=CC=CC=1>[C:14]([O:6][CH:5]([CH2:12][CH3:13])[C:4]([CH3:8])([CH3:7])[CH3:3])(=[O:16])[CH3:15]. Procedure details: A vial was charged with aminoalcohol 1 (0.0074 g, 0.026 mmol) prepared as in Example 1. To the vial was added 1.60 mL of a stock solution containing trimethylacetaldehyde (0.26 g), chlorobenzene internal standard (0.26 g), 1 M diethylzinc in hexane (6.0 mL), and toluene (3.0 mL). After 48 h, acetic anhydride (0.200 mL) was added. After an additional 72 h, a sample of the solution was analyzed by gas chromatography at 70° C. on a Cyclodex B stationary phase. The product 3-acetoxy-2,2-dimethylpent... Reactants: C(C)OP(OCC)(=O)C(F)F (diethyl-(difluoromethyl)-phosphonate), C(C)(C)[N-]C(C)C.[Li+] (lithium diisopropylamide), COC1=CC=2CC[C@H]3[C@@H]4CCC([C@@]4(CC)CC[C@@H]3C2C=C1)=O (3-methoxy-18-methyl-estra-1,3,5(10)-trien-17-one). Solvent: O1CCCC1 (tetrahydrofuran), O1CCCC1 (tetrahydrofuran), C(C)(=O)OCC (ethyl acetate). Conditions: time 1 hour. Yields the product FC(=C1[C@]2(CC)[C@@H](CC1)[C@@H]1CCC=3C=C(C=CC3[C@H]1CC2)OC)F (17-difluoromethylene-3-methoxy-18-methyl-estra-1,3,5(10)-triene). Isolated yield 80.8%. Reaction SMILES: C(OP([CH:9]([F:11])[F:10])(=O)OCC)C.C([N-]C(C)C)(C)C.[Li+].[CH3:20][O:21][C:22]1[CH:40]=[CH:39][C:38]2[C@@H:37]3[C@H:27]([C@H:28]4[C@@:32]([CH2:35][CH2:36]3)([CH2:33][CH3:34])[C:31](=O)[CH2:30][CH2:29]4)[CH2:26][CH2:25][C:24]=2[CH:23]=1>O1CCCC1.C(OCC)(=O)C>[F:11][C:9]([F:10])=[C:31]1[CH2:30][CH2:29][C@H:28]2[C@H:27]3[C@H:37]([CH2:36][CH2:35][C@:32]12[CH2:33][CH3:34])[C:38]1[CH:39]=[CH:40][C:22]([O:21][CH3:20])=[CH:23][C:24]=1[CH2:25][CH2:26]3 |f:1.2|. Procedure: A solution of 9.4 g of diethyl-(difluoromethyl)-phosphonate in 150 ml of tetrahydrofuran is slowly mixed with 25 ml of 2 M lithium diisopropylamide solution at a bath temperature of -50° C., and it is stirred for 1 hour. Then, a solution of 6 g of 3-methoxy-18-methyl-estra-1,3,5(10)-trien-17-one in 173 ml of tetrahydrofuran is slowly added, stirred for 15 minutes, slowly heated at a bath temperature of from -50° C. to 100° C. and refluxed for 6 hours. For working-up, it is diluted with ethyl ace...